From a dataset of the Open Reaction Database (ORD), a public repository of structured organic reaction records. describe an organic reaction: reactants, conditions, products, and yield The reactants are Cc1ccccc1, O=C(Cl)Cl, COC(=O)c1cc(-c2ccccc2)ccc1N, OCc1cc2cc(-c3ccccc3)ccc2o1, c1ccncc1. The product is COC(=O)c1cc(-c2ccccc2)ccc1NC(=O)OCc1cc2cc(-c3ccccc3)ccc2o1. Reaction SMILES: [CH3:45][c:46]1[cH:47][cH:48][cH:49][cH:50][cH:51]1.[Cl:24][C:25]([Cl:26])=[O:27].[NH2:1][c:2]1[c:3]([C:4](=[O:5])[O:6][CH3:7])[cH:8][c:9](-[c:12]2[cH:13][cH:14][cH:15][cH:16][cH:17]2)[cH:10][cH:11]1.[c:28]1(-[c:34]2[cH:35][cH:36][c:37]3[c:38]([cH:39][c:40]([CH2:42][OH:43])[o:41]3)[cH:44]2)[cH:29][cH:30][cH:31][cH:32][cH:33]1.[cH:18]1[cH:19][cH:20][n:21][cH:22][cH:23]1>>[NH:1]([c:2]1[c:3]([C:4](=[O:5])[O:6][CH3:7])[cH:8][c:9](-[c:12]2[cH:13][cH:14][cH:15][cH:16][cH:17]2)[cH:10][cH:11]1)[C:25](=[O:27])[O:43][CH2:42][c:40]1[cH:39][c:38]2[c:37]([cH:36][cH:35][c:34](-[c:28]3[cH:29][cH:30][cH:31][cH:32][cH:33]3)[cH:44]2)[o:41]1. Reactants: C1CCOC1, CC(C)C[AlH]CC(C)C, CCOCC, CC(c1ncc(CCC(=O)O)s1)N(c1cc(F)ccc1F)S(=O)(=O)c1ccc(Cl)cc1. Product: CC(c1ncc(CCC=O)s1)N(c1cc(F)ccc1F)S(=O)(=O)c1ccc(Cl)cc1. Reaction SMILES: [CH2:41]1[O:42][CH2:43][CH2:44][CH2:45]1.[CH3:32][CH:33]([CH2:34][AlH:35][CH2:36][CH:37]([CH3:38])[CH3:39])[CH3:40].[CH3:46][CH2:47][O:48][CH2:49][CH3:50].[Cl:1][c:2]1[cH:3][cH:4][c:5]([S:8](=[O:9])(=[O:10])[N:11]([CH:12]([CH3:13])[c:14]2[s:15][c:16]([CH2:19][CH2:20][C:21](=[O:22])[OH:23])[cH:17][n:18]2)[c:24]2[c:25]([F:31])[cH:26][cH:27][c:28]([F:30])[cH:29]2)[cH:6][cH:7]1>>[Cl:1][c:2]1[cH:3][cH:4][c:5]([S:8](=[O:9])(=[O:10])[N:11]([CH:12]([CH3:13])[c:14]2[s:15][c:16]([CH2:19][CH2:20][CH:21]=[O:22])[cH:17][n:18]2)[c:24]2[c:25]([F:31])[cH:26][cH:27][c:28]([F:30])[cH:29]2)[cH:6][cH:7]1. The product is Brc1ccc2ncc(I)n2c1. As a reaction SMILES: [Br:9][c:10]1[cH:11][cH:12][c:13]2[n:14]([cH:15]1)[cH:16][cH:17][n:18]2.[CH3:27][N:28]([CH3:29])[CH:30]=[O:31].[I:1][N:2]1[C:3](=[O:4])[CH2:5][CH2:6][C:7]1=[O:8].[Na+:24].[Na+:25].[OH2:26].[S:19]([O-:20])([O-:21])(=[O:22])=[S:23]>>[I:1][c:16]1[n:14]2[c:13]([cH:12][cH:11][c:10]([Br:9])[cH:15]2)[n:18][cH:17]1. The reactants are Brc1ccc2nccn2c1, CN(C)C=O, O=C1CCC(=O)N1I, [Na+], [Na+], O, O=S([O-])([O-])=S. Reactants: COC(C(=CC1=CC2=CN(N=C2C(=C1)C)COCC[Si](C)(C)C)C(=O)OC(C)(C)C)=O (methyl-2-(tert-butoxycarbonyl)-3-(7-methyl-2-[{2-[trimethylsilyl]ethoxy}methyl]-2H-indazol-5-yl)acrylate). Reagents/catalysts: [Pd] (palladium). Run in CO (methanol). Run at time 8 hour. Product: COC(C(CC1=CC2=CN(N=C2C(=C1)C)COCC[Si](C)(C)C)C(=O)OC(C)(C)C)=O ((±)-Methyl-2-(tert-butoxycarbonyl)-3-(7-methyl-2-[{2-[trimethylsilyl]ethoxy}methyl]-2H-indazol-5-yl)propanoate). RXN SMILES: [CH3:1][O:2][C:3](=[O:31])[C:4]([C:24]([O:26][C:27]([CH3:30])([CH3:29])[CH3:28])=[O:25])=[CH:5][C:6]1[CH:14]=[C:13]([CH3:15])[C:12]2[C:8](=[CH:9][N:10]([CH2:16][O:17][CH2:18][CH2:19][Si:20]([CH3:23])([CH3:22])[CH3:21])[N:11]=2)[CH:7]=1>CO.[Pd]>[CH3:1][O:2][C:3](=[O:31])[CH:4]([C:24]([O:26][C:27]([CH3:29])([CH3:28])[CH3:30])=[O:25])[CH2:5][C:6]1[CH:14]=[C:13]([CH3:15])[C:12]2[C:8](=[CH:9][N:10]([CH2:16][O:17][CH2:18][CH2:19][Si:20]([CH3:22])([CH3:21])[CH3:23])[N:11]=2)[CH:7]=1. Procedure details: A solution of methyl-2-(tert-butoxycarbonyl)-3-(7-methyl-2-[{2-[trimethylsilyl]ethoxy}methyl]-2H-indazol-5-yl)acrylate (3.7 g, 8.0 mmol) in methanol (20 mL) was flushed with nitrogen (2×), and treated with palladium (10% on charcoal, 0.37 g). The flask was flushed with hydrogen and was shaken in a parr apparatus overnight at 60 psi. The reaction was flushed with nitrogen, filtered through celite, and concentrated. Column chromatography gave 2.3 g (63%). 1H-NMR (CDCl3, 500 MHz) δ −0.03 (s, 9H), 0... The reactants are [Cl-].[Na+] (sodium chloride), FC(C(=O)O)(F)F.NC1=NC=2C=C(C3=C(C2C(=N1)NCCO)C=CN3C)C=3SC=CC3 (2-(3-amino-7-methyl-6-thiophen-2-yl-7H-pyrrolo[3,2-f]quinazolin-1-ylamino)-ethanol trifluoro-acetic acid salt), [OH-].[Na+] (sodium hydroxide), CI (methyl iodide). The reagents and catalysts are [Br-].C(CCC)[N+](CCCC)(CCCC)CCCC (tetrabutylammonium bromide). Solvent: O1CCCC1 (tetrahydrofuran), O (water), C(C)(=O)OCC (ethyl acetate). Conditions: temperature 25 celsius, time 18 hour. Yields the product IC=1C2=C(C3=C(N=C(N=C3C1)N)N)C=CN2C (6-iodo-7-methyl-7H-pyrrolo[3,2-f]quinazoline-1,3-diamine). Yield: 119.9%. Reaction SMILES: FC(F)(F)C(O)=O.[NH2:8][C:9]1[N:18]=[C:17]([NH:19]CCO)[C:16]2[C:15]3[CH:23]=[CH:24][N:25]([CH3:26])[C:14]=3[C:13](C3SC=CC=3)=[CH:12][C:11]=2[N:10]=1.[OH-].[Na+].C[I:35].[Cl-].[Na+]>O1CCCC1.[Br-].C([N+](CCCC)(CCCC)CCCC)CCC.O.C(OCC)(=O)C>[I:35][C:13]1[C:14]2[N:25]([CH3:26])[CH:24]=[CH:23][C:15]=2[C:16]2[C:11]([CH:12]=1)=[N:10][C:9]([NH2:8])=[N:18][C:17]=2[NH2:19] |f:0.1,2.3,5.6,8.9|. Procedure details: A solution of 6-iodo-7H-pyrrolo[3,2-f]quinazoline-1,3-diamine (prepared as in Example 1, 400 mg, 1.23 mmol) in tetrahydrofuran (20 mL) at 25° C. was treated with sodium hydroxide (98 mg, 2.46 mmol), methyl iodide (0.09 mL, 1.48 mmol), and tetrabutylammonium bromide (198 mg, 0.62 mmol and stirred at 25° C. for 18 h. The resulting mixture was treated with ethyl acetate, water, and a saturated aqueous sodium chloride solution, shaken and separated. The aqueous layer was extracted with ethyl acetate... Starting materials: CCC(=O)O, O, O=C(O)c1ccccc1. The product is CCC(=O)c1ccccc1. As a reaction SMILES: [CH3:10][CH2:11][C:12](=[O:13])[OH:14].[OH2:15].[OH:1][C:2](=[O:3])[c:4]1[cH:5][cH:6][cH:7][cH:8][cH:9]1>>[C:2](=[O:3])([c:4]1[cH:5][cH:6][cH:7][cH:8][cH:9]1)[CH2:11][CH3:10].